This data is from the Open Reaction Database (ORD), a public repository of structured organic reaction records. The task is: describe an organic reaction: reactants, conditions, products, and yield The reactants are CCc1ccccc1NCc1nnn(C)n1, COC(OC)C1(C)Oc2ccc([N+](=O)[O-])cc2C2OC21. Yields the product CCc1ccccc1N(Cc1nnn(C)n1)C1c2cc([N+](=O)[O-])ccc2OC(C)(C(OC)OC)C1O. As a reaction SMILES: [CH2:21]([CH3:22])[c:23]1[c:24]([NH:29][CH2:30][c:31]2[n:32][n:33][n:34]([CH3:36])[n:35]2)[cH:25][cH:26][cH:27][cH:28]1.[N+:1](=[O:2])([O-:3])[c:4]1[cH:5][cH:6][c:7]2[c:8]([cH:20]1)[CH:9]1[CH:10]([C:11]([CH:13]([O:14][CH3:15])[O:16][CH3:17])([CH3:18])[O:12]2)[O:19]1>>[N+:1](=[O:2])([O-:3])[c:4]1[cH:5][cH:6][c:7]2[c:8]([cH:20]1)[CH:9]([N:29]([c:24]1[c:23]([CH2:21][CH3:22])[cH:28][cH:27][cH:26][cH:25]1)[CH2:30][c:31]1[n:32][n:33][n:34]([CH3:36])[n:35]1)[CH:10]([OH:19])[C:11]([CH:13]([O:14][CH3:15])[O:16][CH3:17])([CH3:18])[O:12]2. The reactants are CC=1C=CC(=C(C=O)C1)[N+](=O)[O-] (5-methyl-2-nitrobenzaldehyde), C(CCC)O (1-butanol). Reagents/catalysts: C1(=CC=C(C=C1)S(=O)(=O)O)C (toluene-4-sulfonic acid). Solvent: C1(=CC=CC=C1)C (toluene). Product: C(CCC)OC(C1=C(C=CC(=C1)C)[N+](=O)[O-])OCCCC (2-Dibutoxymethyl-4-methyl-1-nitrobenzene). Isolated yield 199.5%. RXN SMILES: [CH3:1][C:2]1[CH:3]=[CH:4][C:5]([N+:10]([O-:12])=[O:11])=[C:6]([CH:9]=1)[CH:7]=[O:8].[CH2:13]([OH:17])[CH2:14][CH2:15][CH3:16]>C1(C)C=CC=CC=1.C1(C)C=CC(S(O)(=O)=O)=CC=1>[CH2:1]([O:8][CH:7]([O:17][CH2:13][CH2:14][CH2:15][CH3:16])[C:6]1[CH:9]=[C:2]([CH3:1])[CH:3]=[CH:4][C:5]=1[N+:10]([O-:12])=[O:11])[CH2:2][CH2:9][CH3:6]. Procedure: Dissolve 5-methyl-2-nitrobenzaldehyde (7.84 g, 47.52 mmol), 1-butanol (10.55 g, 142.6 mmol) and toluene-4-sulfonic acid (0.5 g) in toluene (200 mL). Heat to reflux, and remove the water using a Dean-Stark apparatus. Heat for 3 hours. Add water, and extract the aqueous layer with ethyl acetate. Combine the organic layers, dry over sodium sulfate, filter, concentrate under reduced pressure, and purify by flash chromatography (1% v/v triethylamine buffered silica gel, 5% ethyl acetate/hexane) to gi... Starting materials: O=C(CC12CC3CC(CC(C3)C1)C2)c1ccc(O)cc1, [Cl-], CC(C)(Oc1ccc(Cl)cc1)C(=O)O, O, c1ccncc1. The product is CC(C)(Oc1ccc(Cl)cc1)C(=O)Oc1ccc(C(=O)CC23CC4CC(CC(C4)C2)C3)cc1. Reaction SMILES: [C:1]12([CH2:11][C:12](=[O:13])[c:14]3[cH:15][cH:16][c:17]([OH:20])[cH:18][cH:19]3)[CH2:2][CH:3]3[CH2:4][CH:5]([CH2:6][CH:7]([CH2:8]1)[CH2:9]3)[CH2:10]2.[Cl-:21].[Cl:22][c:23]1[cH:24][cH:25][c:26]([O:27][C:28]([C:29](=[O:30])[OH:31])([CH3:32])[CH3:33])[cH:34][cH:35]1.[OH2:42].[cH:36]1[cH:37][cH:38][n:39][cH:40][cH:41]1>>[C:1]12([CH2:11][C:12](=[O:13])[c:14]3[cH:15][cH:16][c:17]([O:20][C:29]([C:28]([O:27][c:26]4[cH:25][cH:24][c:23]([Cl:22])[cH:35][cH:34]4)([CH3:32])[CH3:33])=[O:30])[cH:18][cH:19]3)[CH2:2][CH:3]3[CH2:4][CH:5]([CH2:6][CH:7]([CH2:8]1)[CH2:9]3)[CH2:10]2. Starting materials: [C-]#N.[Na+] (sodium cyanide), C#N (hydrogen cyanide), CN(C)CC1=CC=CC=C1 (N,N-dimethyl benzyl amine), C(C1=CC=CC=C1)(=O)Cl (benzoyl chloride). Run in C(Cl)Cl (methylene chloride), O (water). Run at time 2 hour. Product: C(C1=CC=CC=C1)(=O)C#N (benzoyl cyanide). Isolated yield 91.0%. As a reaction SMILES: [C:1](Cl)(=[O:8])[C:2]1[CH:7]=[CH:6][CH:5]=[CH:4][CH:3]=1.C#N.[CH3:12][N:13](CC1C=CC=CC=1)C.[C-]#N.[Na+]>C(Cl)Cl.O>[C:1]([C:12]#[N:13])(=[O:8])[C:2]1[CH:7]=[CH:6][CH:5]=[CH:4][CH:3]=1 |f:3.4|. Reported procedure: 140.5 grams (1.0 mole) of benzoyl chloride were dissolved in 600 ml of methylene chloride. This solution was treated simultaneously with 27 grams (1.0 mole) of hydrogen cyanide and 1.83 grams (0.014 mole) of N,N-dimethyl benzyl amine. Then within 20 minutes there were fed in 171 grams of a 29.8 percent aqueous sodium cyanide solution (1.04 moles of sodium cyanide). The temperature of the reaction mixture meanwhile and for a further 2 hours was held at 15 to 35° C. Then there were added 60 grams ... The reactants are N1=CN=C(C=C1C(=O)OC)C(=O)OC (dimethyl pyrimidine-4,6-dicarboxylate), FC1=C(C=C(CN)C=C1)C (4-fluoro-3-methylbenzylamine). The solvent is CN(C)C=O (DMF). Reaction conditions: temperature 60 celsius, time 48 hour. Product: FC1=C(C=C(CNC(=O)C2=CC(=NC=N2)C(=O)OC)C=C1)C (Methyl 6-(4-fluoro-3-methylbenzylcarbamoyl)pyrimdine-4-carboxylate). Isolated yield 64.1%. RXN SMILES: [N:1]1[C:6]([C:7]([O:9]C)=O)=[CH:5][C:4]([C:11]([O:13][CH3:14])=[O:12])=[N:3][CH:2]=1.[F:15][C:16]1[CH:23]=[CH:22][C:19]([CH2:20][NH2:21])=[CH:18][C:17]=1[CH3:24]>CN(C=O)C>[F:15][C:16]1[CH:23]=[CH:22][C:19]([CH2:20][NH:21][C:7]([C:6]2[N:1]=[CH:2][N:3]=[C:4]([C:11]([O:13][CH3:14])=[O:12])[CH:5]=2)=[O:9])=[CH:18][C:17]=1[CH3:24]. Procedure details: 8.81 g (0.045 mol) of dimethyl pyrimidine-4,6-dicarboxylate were dissolved in 200 ml of DMF, after which 6.25 g (0.045 mol) of 4-fluoro-3-methylbenzylamine were added and the mixture was stirred at 60° C. for 48 hours (h). The solvent was removed in vacuo and the residue was taken up in ethyl acetate. The organic phase was washed with a saturated solution of sodium hydrogen carbonate and 0.5 N HCl and then dried (MgSO4). After filtering, and evaporating the solvent in vacuo, the residue was stir... Reactants: NC1=NC=CC(=N1)CN1C(N(C(C1(C)C)=O)C1=CC=C2C(CNC2=C1)(C)C)=O (1-(2-aminopyrimidin-4-ylmethyl)-3-(3,3-dimethyl-2,3-dihydro-1H-indol-6-yl)-5,5-dimethylimidazolidine-2,4-dione), N(=C=O)C1CCN(CC1)C(C(F)(F)F)=O (4-isocyanatotrifluoroacetylpiperidine). Run in C1CCOC1 (THF), C1CCOC1 (THF). Reaction conditions: time 1 hour. Product: N1CCC(CC1)NC(=O)N1CC(C2=CC=C(C=C12)N1C(N(C(C1=O)(C)C)CC1=NC(=NC=C1)N)=O)(C)C (N-piperidin-4-yl-6-[3-(2-aminopyrimidin-4-ylmethyl)-4,4-dimethyl-2,5-dioxoimidazolidin-1-yl]-3,3-dimethyl-2,3-dihydroindole-1-carboxamide). Isolated yield 22.3%. As a reaction SMILES: [NH2:1][C:2]1[N:7]=[C:6]([CH2:8][N:9]2[C:13]([CH3:15])([CH3:14])[C:12](=[O:16])[N:11]([C:17]3[CH:25]=[C:24]4[C:20]([C:21]([CH3:27])([CH3:26])[CH2:22][NH:23]4)=[CH:19][CH:18]=3)[C:10]2=[O:28])[CH:5]=[CH:4][N:3]=1.[N:29]([CH:32]1[CH2:37][CH2:36][N:35](C(=O)C(F)(F)F)[CH2:34][CH2:33]1)=[C:30]=[O:31]>C1COCC1>[NH:35]1[CH2:36][CH2:37][CH:32]([NH:29][C:30]([N:23]2[C:24]3[C:20](=[CH:19][CH:18]=[C:17]([N:11]4[C:12](=[O:16])[C:13]([CH3:15])([CH3:14])[N:9]([CH2:8][C:6]5[CH:5]=[CH:4][N:3]=[C:2]([NH2:1])[N:7]=5)[C:10]4=[O:28])[CH:25]=3)[C:21]([CH3:27])([CH3:26])[CH2:22]2)=[O:31])[CH2:33][CH2:34]1. Reported procedure: 200 mg (0.53 mmol) of 1-(2-aminopyrimidin-4-ylmethyl)-3-(3,3-dimethyl-2,3-dihydro-1H-indol-6-yl)-5,5-dimethylimidazolidine-2,4-dione were dissolved in 3 ml of THF, and a solution of 118 mg (0.53 mmol) of 4-isocyanatotrifluoroacetylpiperidine in 3 ml of THF was added. After stirring at RT for 1 h, the mixture is concentrated and taken up in 3 ml of dioxane and 3 ml of 2 N HCl, and the mixture is heated in a microwave at 120° C. for 15 min. For workup, the mixture was concentrated and the remainin... Reactants: [BH4-].[Na+] (sodium borohydride), C(C)OC=1C=CC=2N(N1)C(=NN2)SC2=CC1=C(N=C(S1)NC(=O)NCCN1CCOCC1)C=C2 (1-{6-[(6-ethoxy[1,2,4]triazolo[4,3-b]pyridazin-3-yl)sulphanyl]-1,3-benzothiazol-2-yl}-3-[2-(morpholin-4-yl)ethyl]urea), [BH4-].[Na+] (sodium borohydride). Run in C(C)O (ethanol). The product is C(C)OC=1CCC=2N(N1)C(=NN2)SC2=CC1=C(N=C(S1)NC(=O)NCCN1CCOCC1)C=C2 (1-{6-[(6-ethoxy-7,8-dihydro[1,2,4]triazolo[4,3-b]pyridazin-3-yl)sulphanyl]-1,3-benzothiazol-2-yl}-3-[2-(morpholin-4-yl)ethyl]urea). Yield: 40.1%. RXN SMILES: [BH4-].[Na+].[CH2:3]([O:5][C:6]1[CH:7]=[CH:8][C:9]2[N:10]([C:12]([S:15][C:16]3[CH:36]=[CH:35][C:19]4[N:20]=[C:21]([NH:23][C:24]([NH:26][CH2:27][CH2:28][N:29]5[CH2:34][CH2:33][O:32][CH2:31][CH2:30]5)=[O:25])[S:22][C:18]=4[CH:17]=3)=[N:13][N:14]=2)[N:11]=1)[CH3:4]>C(O)C>[CH2:3]([O:5][C:6]1[CH2:7][CH2:8][C:9]2[N:10]([C:12]([S:15][C:16]3[CH:36]=[CH:35][C:19]4[N:20]=[C:21]([NH:23][C:24]([NH:26][CH2:27][CH2:28][N:29]5[CH2:30][CH2:31][O:32][CH2:33][CH2:34]5)=[O:25])[S:22][C:18]=4[CH:17]=3)=[N:13][N:14]=2)[N:11]=1)[CH3:4] |f:0.1|. Procedure: 27 mg of sodium borohydride are added to a mixture of 179 mg of 1-{6-[(6-ethoxy[1,2,4]triazolo[4,3-b]pyridazin-3-yl)sulphanyl]-1,3-benzothiazol-2-yl}-3-[2-(morpholin-4-yl)ethyl]urea in 10 cm3 of ethanol. The reaction is refluxed for 3.5 h, and then 108 mg of sodium borohydride are added gradually and the reflux is maintained for 48 h. The reaction mixture is concentrated to dryness under reduced pressure. The residue is purified by chromatography on Biotage Quad 12/25 (KP-SIL, 60 A; 32-63 mM), e... Reactants: C1(=CC=C(C=C1)N1C2=CC=CC=C2C=2C=CC=CC12)C (9-p-tolyl-9H-carbazole), BrN1C(CCC1=O)=O (N-bromosuccinimide). Solvent: ClCCl (dichloromethane). Conditions: time 8 hour. Yields the product BrC=1C=CC=2N(C3=CC=CC=C3C2C1)C1=CC=C(C=C1)C (3-bromo-9-(p-tolyl)-9H-carbazole). Isolated yield 93.0%. RXN SMILES: [C:1]1([CH3:20])[CH:6]=[CH:5][C:4]([N:7]2[C:19]3[CH:18]=[CH:17][CH:16]=[CH:15][C:14]=3[C:13]3[C:8]2=[CH:9][CH:10]=[CH:11][CH:12]=3)=[CH:3][CH:2]=1.[Br:21]N1C(=O)CCC1=O>ClCCl>[Br:21][C:11]1[CH:10]=[CH:9][C:8]2[N:7]([C:4]3[CH:3]=[CH:2][C:1]([CH3:20])=[CH:6][CH:5]=3)[C:19]3[C:14]([C:13]=2[CH:12]=1)=[CH:15][CH:16]=[CH:17][CH:18]=3. Procedure details: To a solution of 9-p-tolyl-9H-carbazole (0.82 g, 3.2 mmol) in dichloromethane (DCM)(30 mL) was added N-bromosuccinimide (NBS) at about 0° C. The whole was stirred at about 0° C. to about room temperature (RT) overnight. The resulting solution was purified by flash column (silica gel, hexanes to hexanes/dichloromethane 8:1). After removal of solvent, a white solid (Compound 13) was obtained (1.0 gram, in 93% yield). Reactants: CNC(=O)[C@H]1[C@H](CCC1)NC1=NC(=NC=C1Cl)Cl (cis-2-(2,5-Dichloro-pyrimidin-4-ylamino)-cyclopentanecarboxylic acid methylamide), NC1=CC2=C(CCN(CC2)CC(=O)N(C)C)C=C1OC (2-(7-amino-8-methoxy-1,2,4,5-tetrahydro-benzo[d]azepin-3-yl)-N,N-dimethyl-acetamide), C12(C(=O)CC(CC1)C2(C)C)CS(=O)(=O)O (camphorsulfonic acid). Solvent: C(C)(C)O (isopropanol). Run at temperature 120 celsius. Yields the product CNC(=O)[C@H]1[C@H](CCC1)NC1=NC(=NC=C1Cl)NC1=CC2=C(CCN(CC2)CC(N(C)C)=O)C=C1OC (cis-2-[5-Chloro-2-(3-dimethylcarbamoylmethyl-8-methoxy-2,3,4,5-tetrahydro-1H-benzo[d]azepin-7-ylamino)-pyrimidin-4-ylamino]-cyclopentanecarboxylic acid methylamide). Isolated yield 50.7%. As a reaction SMILES: [CH3:1][NH:2][C:3]([C@@H:5]1[CH2:9][CH2:8][CH2:7][C@@H:6]1[NH:10][C:11]1[C:16]([Cl:17])=[CH:15][N:14]=[C:13](Cl)[N:12]=1)=[O:4].[NH2:19][C:20]1[C:36]([O:37][CH3:38])=[CH:35][C:23]2[CH2:24][CH2:25][N:26]([CH2:29][C:30]([N:32]([CH3:34])[CH3:33])=[O:31])[CH2:27][CH2:28][C:22]=2[CH:21]=1.C12(CS(O)(=O)=O)C(C)(C)C(CC1)CC2=O>C(O)(C)C>[CH3:1][NH:2][C:3]([C@@H:5]1[CH2:9][CH2:8][CH2:7][C@@H:6]1[NH:10][C:11]1[C:16]([Cl:17])=[CH:15][N:14]=[C:13]([NH:19][C:20]2[C:36]([O:37][CH3:38])=[CH:35][C:23]3[CH2:24][CH2:25][N:26]([CH2:29][C:30](=[O:31])[N:32]([CH3:33])[CH3:34])[CH2:27][CH2:28][C:22]=3[CH:21]=2)[N:12]=1)=[O:4]. Procedure: cis-2-(2,5-Dichloro-pyrimidin-4-ylamino)-cyclopentanecarboxylic acid methylamide (46 mg, 0.160 mmol), 2-(7-amino-8-methoxy-1,2,4,5-tetrahydro-benzo[d]azepin-3-yl)-N,N-dimethyl-acetamide (44 mg, 0.160 mmol) and camphorsulfonic acid (56 mg, 0.240 mmol) were combined in 3 mL isopropanol and heated at 120° C. in microwave for a total of 90 min. The reaction was concentrated to be taken up in dichloromethane and washed with saturated sodium bicarbonate solution (2×30 mL). The organic layer was dried ... Starting materials: N1=CC=CC=C1 (pyridine), S(=O)(=O)(C(F)(F)F)OS(=O)(=O)C(F)(F)F (triflic anhydride), O[C@@H](C(=O)OCC1=CC=CC=C1)CC1=CC(=CC=C1)C (benzyl (R)-2-hydroxy-3-(3-methylphenyl)-propionate). Run in C(Cl)Cl (CH2Cl2), C(Cl)Cl (CH2Cl2), C(Cl)Cl (CH2Cl2). Yields the product FC(S(=O)(=O)O[C@@H](C(=O)OCC1=CC=CC=C1)CC1=CC(=CC=C1)C)(F)F (benzyl (R)-2-trifluoromethanesulfonyloxy-3-(3-methylphenyl)-propionate). Reaction SMILES: N1C=CC=CC=1.[S:7]([O:14]S(C(F)(F)F)(=O)=O)([C:10]([F:13])([F:12])[F:11])(=[O:9])=[O:8].O[C@H:23]([CH2:34][C:35]1[CH:40]=[CH:39][CH:38]=[C:37]([CH3:41])[CH:36]=1)[C:24]([O:26][CH2:27][C:28]1[CH:33]=[CH:32][CH:31]=[CH:30][CH:29]=1)=[O:25]>C(Cl)Cl>[F:11][C:10]([F:13])([F:12])[S:7]([O:14][C@H:23]([CH2:34][C:35]1[CH:40]=[CH:39][CH:38]=[C:37]([CH3:41])[CH:36]=1)[C:24]([O:26][CH2:27][C:28]1[CH:33]=[CH:32][CH:31]=[CH:30][CH:29]=1)=[O:25])(=[O:9])=[O:8]. Reported procedure: To a solution of pyridine (0.78 mL, 9.7 mmol) in CH2Cl2 (50 mL) at −10° C. is added triflic anhydride (1.68 mL, 10.0 mmol) over 15 min. A solution of benzyl (R)-2-hydroxy-3-(3-methylphenyl)-propionate (1.5 g, 5.55 mmol) in CH2Cl2 (15 mL) is then added dropwise over 30 min., and the mixture is warmed to room temp. over 1 h. The solution is diluted with CH2Cl2 (100 mL), washed with water (2×100 mL) and brine (100 mL), dried (MgSO4), and evaporated to yield benzyl (R)-2-trifluoromethanesulfonyloxy-...